This data is from the Open Reaction Database (ORD), a public repository of structured organic reaction records. The task is: describe an organic reaction: reactants, conditions, products, and yield The reactants are C(C)OC(C(CC1=CC=C(C=C1)O)(C)OC1=C(C=CC=C1)OC)=O (3-(4-Hydroxyphenyl)-2-(2-methoxy-phenoxy)-2-methyl-propionic acid ethyl ester), C1(CCCCC1)C=1OC(=C(N1)CCOS(=O)(=O)C1=CC=C(C=C1)C)C (toluene-4-sulfonic acid 2-(2-cyclohexyl-5-methyloxazol-4-yl)-ethyl ester), C29H36NO6. The product is C1(CCCCC1)C=1OC(=C(N1)CCOC1=CC=C(C=C1)CC(C(=O)O)(C)OC1=C(C=CC=C1)OC)C (3-{4-[2-(2-Cyclohexyl-5-methyl-oxazol-4-yl)-ethoxy]-phenyl}-2-(2-methoxy-phenoxy)-2-methyl-propionic acid). Reaction SMILES: C([O:3][C:4](=[O:24])[C:5]([O:15][C:16]1[CH:21]=[CH:20][CH:19]=[CH:18][C:17]=1[O:22][CH3:23])([CH3:14])[CH2:6][C:7]1[CH:12]=[CH:11][C:10]([OH:13])=[CH:9][CH:8]=1)C.[CH:25]1([C:31]2[O:32][C:33]([CH3:49])=[C:34]([CH2:36][CH2:37]OS(C3C=CC(C)=CC=3)(=O)=O)[N:35]=2)[CH2:30][CH2:29][CH2:28][CH2:27][CH2:26]1>>[CH:25]1([C:31]2[O:32][C:33]([CH3:49])=[C:34]([CH2:36][CH2:37][O:13][C:10]3[CH:11]=[CH:12][C:7]([CH2:6][C:5]([O:15][C:16]4[CH:21]=[CH:20][CH:19]=[CH:18][C:17]=4[O:22][CH3:23])([CH3:14])[C:4]([OH:3])=[O:24])=[CH:8][CH:9]=3)[N:35]=2)[CH2:26][CH2:27][CH2:28][CH2:29][CH2:30]1. Procedure: The title compound was prepared using the representative Standard Procedure (E) from 3-(4-Hydroxyphenyl)-2-(2-methoxy-phenoxy)-2-methyl-propionic acid ethyl ester and toluene-4-sulfonic acid 2-(2-cyclohexyl-5-methyloxazol-4-yl)-ethyl ester. 1H NMR (400 MHz, CDCl3): δ 7.18 (d, 2H, J=8.21 Hz), 7.06 (t, 1H, J=7.82 Hz), 6.88 (d, 1H, J=8.21 Hz), 6.83-6.79 (m, 3H), 6.62 (d, 1H, J=7.82 Hz), 4.12 (t, 2H, J=6.65 Hz), 3.82 (s, 3H), 3.29 (d, 1H, J=14.08 Hz), 3.09 (d, 1H, J=14.08 Hz), 2.85 (t, 2H, J=6.65 Hz... The reactants are ClC1=CC=C2C(=N1)N(N=C2I)C2OCCCC2 (6-chloro-3-iodo-1-(tetrahydro-2H-pyran-2-yl)-1H-pyrazolo[3,4-b]pyridine), C1(CC1)N1C(C2=CC=C(C=C2C1)B1OC(C(O1)(C)C)(C)C)=O (2-cyclopropyl-5-(4,4,5,5-tetramethyl-1,3,2-dioxaborolan-2-yl)isoindolin-1-one). The product is ClC1=CC=C2C(=N1)N(N=C2C=2C=C1CN(C(C1=CC2)=O)C2CC2)C2OCCCC2 (5-[6-chloro-1-(tetrahydro-2H-pyran-2-yl)-1H-pyrazolo[3,4-b]pyridin-3-yl]-2-cyclopropylisoindolin-1-one). As a reaction SMILES: [Cl:1][C:2]1[N:7]=[C:6]2[N:8]([CH:12]3[CH2:17][CH2:16][CH2:15][CH2:14][O:13]3)[N:9]=[C:10](I)[C:5]2=[CH:4][CH:3]=1.[CH:18]1([N:21]2[CH2:29][C:28]3[C:23](=[CH:24][CH:25]=[C:26](B4OC(C)(C)C(C)(C)O4)[CH:27]=3)[C:22]2=[O:39])[CH2:20][CH2:19]1>>[Cl:1][C:2]1[N:7]=[C:6]2[N:8]([CH:12]3[CH2:17][CH2:16][CH2:15][CH2:14][O:13]3)[N:9]=[C:10]([C:26]3[CH:27]=[C:28]4[C:23](=[CH:24][CH:25]=3)[C:22](=[O:39])[N:21]([CH:18]3[CH2:20][CH2:19]3)[CH2:29]4)[C:5]2=[CH:4][CH:3]=1. Reported procedure: This compound was prepared by using procedures analogous to those described for the synthesis of Example 72, Step 3 starting from 6-chloro-3-iodo-1-(tetrahydro-2H-pyran-2-yl)-1H-pyrazolo[3,4-b]pyridine (Example 72, Step 2) and 2-cyclopropyl-5-(4,4,5,5-tetramethyl-1,3,2-dioxaborolan-2-yl)isoindolin-1-one. LCMS (M+H)+=409.1.